The task is: describe an organic reaction: reactants, conditions, products, and yield. This data is from the Open Reaction Database (ORD), a public repository of structured organic reaction records. The reactants are Cl, O=C1c2c(-c3ccccc3)cc(CO)nc2OCCN1Cc1cc(C(F)(F)F)cc(C(F)(F)F)c1, [Na+], [Na+], O=[Mn](=O)(=O)[O-], O=S([O-])([O-])=S. Product: O=C(O)c1cc(-c2ccccc2)c2c(n1)OCCN(Cc1cc(C(F)(F)F)cc(C(F)(F)F)c1)C2=O. Reaction SMILES: [ClH:41].[F:1][C:2]([c:3]1[cH:4][c:5]([CH2:6][N:7]2[CH2:8][CH2:9][O:10][c:11]3[c:12]([c:15](-[c:21]4[cH:22][cH:23][cH:24][cH:25][cH:26]4)[cH:16][c:17]([CH2:19][OH:20])[n:18]3)[C:13]2=[O:14])[cH:27][c:28]([C:30]([F:31])([F:32])[F:33])[cH:29]1)([F:34])[F:35].[Na+:47].[Na+:48].[O-:36][Mn:37](=[O:38])(=[O:39])=[O:40].[S:42]([O-:43])([O-:44])(=[O:45])=[S:46]>>[F:1][C:2]([c:3]1[cH:4][c:5]([CH2:6][N:7]2[CH2:8][CH2:9][O:10][c:11]3[c:12]([c:15](-[c:21]4[cH:22][cH:23][cH:24][cH:25][cH:26]4)[cH:16][c:17]([C:19](=[O:20])[OH:36])[n:18]3)[C:13]2=[O:14])[cH:27][c:28]([C:30]([F:31])([F:32])[F:33])[cH:29]1)([F:34])[F:35].